Dataset: the Open Reaction Database (ORD), a public repository of structured organic reaction records. Task: describe an organic reaction: reactants, conditions, products, and yield The reactants are CN1SC2=C(C=C1C(=O)OCC)C=CS2 (Ethyl 2-methyl-2H-thieno[3,2-e]-1,2-thiazine-3-carboxylate), CC(C)C[AlH]CC(C)C (DIBAL), CO (Methanol), CC(C)C[AlH]CC(C)C (DIBAL). Solvent: C1CCOC1 (THF). Reaction conditions: time 2 hour. The product is CN1SC2=C(C=C1CO)C=CS2 (2-Methyl-2H-thieno[3,2-e]-1,2-thiazine-3-methanol). Yield: 109.7%. As a reaction SMILES: [CH3:1][N:2]1[C:7]([C:8](OCC)=[O:9])=[CH:6][C:5]2[CH:13]=[CH:14][S:15][C:4]=2[S:3]1.CC(C[AlH]CC(C)C)C.CO>C1COCC1>[CH3:1][N:2]1[C:7]([CH2:8][OH:9])=[CH:6][C:5]2[CH:13]=[CH:14][S:15][C:4]=2[S:3]1. Reported procedure: To a solution of the product from Step B (1.00 g, 3.66 mmol) in anhydrous THF (20 mL) at -70° C. was added DIBAL (1.0M, 7.69 mL, 7.69 mmol). The mixture was warmed to ambient temperature and stirred for 2 h, additional DIBAL (20 mmol) was added and the reaction was stirred for 18 h. Methanol (100 mL) was added and the reaction mixture was evaporated to a residue which was suspended in 2N HCl (50 mL) and extracted with ethyl acetate (2×80 ml). The combined extracts were dried (MgSO4) and evaporat...